Dataset: the Open Reaction Database (ORD), a public repository of structured organic reaction records. Task: describe an organic reaction: reactants, conditions, products, and yield Starting materials: ClCCN1CCOCC1 (4-(2-chloroethyl)-morpholine), C(C)#N (acetonitrile), CC(CCN)(C)C (3,3-dimethylbutylamine), C(C)(C)N(CC)C(C)C (diisopropylethylamine). The solvent is ClCCl (dichloromethane), [OH-].[Na+] (sodium hydroxide). Yields the product CC(CCNCCN1CCOCC1)(C)C ((3,3-Dimethyl-butyl)-(2-morpholin-4-yl-ethyl)-amine). RXN SMILES: Cl[CH2:2][CH2:3][N:4]1[CH2:9][CH2:8][O:7][CH2:6][CH2:5]1.[CH3:10][C:11]([CH3:16])([CH3:15])[CH2:12][CH2:13][NH2:14].C(N(C(C)C)CC)(C)C.C(#N)C>ClCCl.[OH-].[Na+]>[CH3:10][C:11]([CH3:16])([CH3:15])[CH2:12][CH2:13][NH:14][CH2:2][CH2:3][N:4]1[CH2:9][CH2:8][O:7][CH2:6][CH2:5]1 |f:5.6|. Procedure details: Into a microwave reactor was placed 4-(2-chloroethyl)-morpholine (1.5 g, 8.1 mmol), 3,3-dimethylbutylamine (2.2 mL, 16 mmol), diisopropylethylamine (3.1 mL, 18 mmol), and acetonitrile (30 mL). The resulting mixture was microwaved at 130° C. for 30 minutes and then diluted with dichloromethane and 1N sodium hydroxide. The layers were separated, and the organic extract was washed with brine, dried over magnesium sulfate, filtered, and concentrated to yield an orange oil. The oil was purified on a ... The reactants are CCCCCC(=O)Cl, CCOC(=O)c1ccc[nH]1. Product: CCCCCC(=O)c1c[nH]c(C(=O)OCC)c1. Reaction SMILES: [C:11]([CH2:12][CH2:13][CH2:14][CH2:15][CH3:16])(=[O:17])[Cl:18].[nH:1]1[c:2]([C:6](=[O:7])[O:8][CH2:9][CH3:10])[cH:3][cH:4][cH:5]1>>[nH:1]1[c:2]([C:6](=[O:7])[O:8][CH2:9][CH3:10])[cH:3][c:4]([C:11]([CH2:12][CH2:13][CH2:14][CH2:15][CH3:16])=[O:17])[cH:5]1.